Dataset: the Open Reaction Database (ORD), a public repository of structured organic reaction records. Task: describe an organic reaction: reactants, conditions, products, and yield Reactants: N[C@@H](CS)C(=O)O (L-cysteine), C(C(C)C)(=O)N[C@@H](CS)C(=O)O (N-isobutyryl-L-cysteine). The product is CC(C(=O)N[C@H](C(=O)O)CSSC[C@@H](C(=O)O)N)C ((R,R)-N-(2-methylpropionyl)-3,3'-dithiobis (2-aminopropionic acid)). Reaction SMILES: [NH2:1][C@H:2]([C:5]([OH:7])=[O:6])[CH2:3][SH:4].[C:8]([NH:13][C@H:14]([C:17]([OH:19])=[O:18])[CH2:15][SH:16])(=[O:12])[CH:9]([CH3:11])[CH3:10]>>[CH3:10][CH:9]([CH3:11])[C:8]([NH:13][C@@H:14]([CH2:15][S:16][S:4][CH2:3][C@H:2]([NH2:1])[C:5]([OH:7])=[O:6])[C:17]([OH:19])=[O:18])=[O:12]. Reported procedure: The compound was prepared by the procedure given in Example 17, starting from L-cysteine and N-isobutyryl-L-cysteine.